This data is from the Open Reaction Database (ORD), a public repository of structured organic reaction records. The task is: describe an organic reaction: reactants, conditions, products, and yield Reactants: Epoxide, CC(=O)C=1C=CC(=CC1)O (4-hydroxyacetophenone), (2S)-glycidyl 3-nitrobenzenesulfonate, CN(C=CC(=O)C1=CC=C(C=C1)O)C (3-(dimethylamino)-1-(4-hydroxyphenyl)-2-propen-1-one), CN(C=CC(=O)C1=CC(=CC=C1)O)C (3-(dimethylamino)-1-(3-hydroxyphenyl)-2-propen-1-one), O1N=CC=C1C=1C=C(C=CC1)O (3-(5-isoxazolyl)phenol). The product is CN(C=CC(=O)C1=CC=C(C=C1)O)C (3-(Dimethylamino)-1-(4-hydroxyphenyl)-2-propen-1-one), O1N=CC=C1C1=CC=C(C=C1)O (4-(5-Isoxazolyl)phenol), epoxide. Reaction SMILES: CC(C1C=CC(O)=CC=1)=O.CN(C)C=CC(C1C=CC=C(O)C=1)=O.[CH3:25][N:26]([CH3:38])[CH:27]=[CH:28][C:29]([C:31]1[CH:36]=[CH:35][C:34]([OH:37])=[CH:33][CH:32]=1)=[O:30].O1C(C2C=C(O)C=CC=2)=CC=N1>>[CH3:38][N:26]([CH3:25])[CH:27]=[CH:28][C:29]([C:31]1[CH:32]=[CH:33][C:34]([OH:37])=[CH:35][CH:36]=1)=[O:30].[O:30]1[C:29]([C:31]2[CH:36]=[CH:35][C:34]([OH:37])=[CH:33][CH:32]=2)=[CH:28][CH:27]=[N:26]1. Procedure details: 3-(Dimethylamino)-1-(4-hydroxyphenyl)-2-propen-1-one is prepared from 4-hydroxyacetophenone substantially in the same manner as that described for 3-(dimethylamino)-1-(3-hydroxyphenyl)-2-propen-1-one (Epoxide 24). 4-(5-Isoxazolyl)phenol is prepared from 3-(dimethylamino)-1-(4-hydroxyphenyl)-2-propen-1-one substantially in the same manner as that described for 3-(5-isoxazolyl)phenol (Epoxide 25). This phenolic product is reacted with (2S)-glycidyl 3-nitrobenzenesulfonate substantially as describe...